Dataset: the Open Reaction Database (ORD), a public repository of structured organic reaction records. Task: describe an organic reaction: reactants, conditions, products, and yield The reactants are COc1ccc(S(=O)(=O)C2(CCCC#Cc3cccc([N+](=O)[O-])c3)SC(=O)NC2=O)cc1, CC(=O)O, [Fe]. Yields the product COc1ccc(S(=O)(=O)C2(CCCC#Cc3cccc(N)c3)SC(=O)NC2=O)cc1. As a reaction SMILES: [CH3:1][O:2][c:3]1[cH:4][cH:5][c:6]([S:9](=[O:10])(=[O:11])[C:12]2([CH2:19][CH2:20][CH2:21][C:22]#[C:23][c:24]3[cH:25][c:26]([N+:30]([O-:31])=[O:32])[cH:27][cH:28][cH:29]3)[C:13](=[O:18])[NH:14][C:15](=[O:17])[S:16]2)[cH:7][cH:8]1.[CH3:33][C:34](=[O:35])[OH:36].[Fe:37]>>[CH3:1][O:2][c:3]1[cH:4][cH:5][c:6]([S:9](=[O:10])(=[O:11])[C:12]2([CH2:19][CH2:20][CH2:21][C:22]#[C:23][c:24]3[cH:25][c:26]([NH2:30])[cH:27][cH:28][cH:29]3)[C:13](=[O:18])[NH:14][C:15](=[O:17])[S:16]2)[cH:7][cH:8]1. Starting materials: FC(C(=O)N(CC1CNCC1)[C@H]1[C@@H](C1)C1=CC=CC=C1)(F)F (2,2,2-trifluoro-N-((1R,2S)-2-phenylcyclopropyl)-N-(pyrrolidin-3-ylmethyl)acetamide), C(C=C)(=O)OC(C)(C)C (tert-butyl acrylate), C([O-])([O-])=O.[K+].[K+] (potassium carbonate). Run in CO (methanol). Reaction conditions: time 4 hour. Yields the product FC(C(=O)N([C@H]1[C@@H](C1)C1=CC=CC=C1)CC1CN(CC1)CCC(=O)OC(C)(C)C)(F)F (tert-Butyl 3-(3-((2,2,2-trifluoro-N-((1R,2S)-2-phenylcyclopropyl)acetamido)methyl)pyrrolidin-1-yl)propanoate). Yield: 29.2%. As a reaction SMILES: [F:1][C:2]([F:22])([F:21])[C:3]([N:5]([C@@H:12]1[CH2:14][C@H:13]1[C:15]1[CH:20]=[CH:19][CH:18]=[CH:17][CH:16]=1)[CH2:6][CH:7]1[CH2:11][CH2:10][NH:9][CH2:8]1)=[O:4].[C:23]([O:27][C:28]([CH3:31])([CH3:30])[CH3:29])(=[O:26])[CH:24]=[CH2:25].C(=O)([O-])[O-].[K+].[K+]>CO>[F:22][C:2]([F:1])([F:21])[C:3]([N:5]([CH2:6][CH:7]1[CH2:11][CH2:10][N:9]([CH2:25][CH2:24][C:23]([O:27][C:28]([CH3:31])([CH3:30])[CH3:29])=[O:26])[CH2:8]1)[C@@H:12]1[CH2:14][C@H:13]1[C:15]1[CH:20]=[CH:19][CH:18]=[CH:17][CH:16]=1)=[O:4] |f:2.3.4|. Procedure: To a solution of 2,2,2-trifluoro-N-((1R,2S)-2-phenylcyclopropyl)-N-(pyrrolidin-3-ylmethyl)acetamide (165 mg, 0.528 mmol) in methanol (3 mL) were added tert-butyl acrylate (0.103 mL, 0.703 mmol) and potassium carbonate (110 mg, 0.792 mmol), and the mixture was stirred at room temperature for 4 h. The mixture was quenched with saturated NH4Cl aqueous solution and extracted with DCM (3×). The extract was dried (Na2SO4) and concentrated. The residue was purified using column chromatography (silica g... The reactants are CN(C)C=Nc1ncc2[nH]ccc2n1, O=C1CCC(=O)N1I, CN(C)C=O. Product: CN(C)C=Nc1ncc2[nH]cc(I)c2n1. RXN SMILES: [CH3:9][N:10]([CH:11]=[N:12][c:13]1[n:14][cH:15][c:16]2[c:17]([n:18]1)[cH:19][cH:20][nH:21]2)[CH3:22].[I:1][N:2]1[C:3](=[O:4])[CH2:5][CH2:6][C:7]1=[O:8].[O:23]=[CH:24][N:25]([CH3:26])[CH3:27]>>[I:1][c:19]1[c:17]2[c:16]([cH:15][n:14][c:13]([N:12]=[CH:11][N:10]([CH3:9])[CH3:22])[n:18]2)[nH:21][cH:20]1. Starting materials: ClC1=NC=C(C=2NC=3C=C(C=CC3C21)C(=O)OC)C#N (methyl 1-chloro-4-cyano-5H-pyrido[4,3-b]indole-7-carboxylate), FC=1C=CC=C2C(N(C=NC12)C1=C(C(=CC=C1)B1OC(C(O1)(C)C)(C)C)C)=O (8-fluoro-3-(2-methyl-3-(4,4,5,5-tetramethyl-1,3,2-dioxaborolan-2-yl)phenyl)quinazolin-4(3H)-one), C([O-])([O-])=O.[Na+].[Na+] (Sodium carbonate). Reagents/catalysts: C=1C=CC(=CC1)[P](C=2C=CC=CC2)(C=3C=CC=CC3)[Pd]([P](C=4C=CC=CC4)(C=5C=CC=CC5)C=6C=CC=CC6)([P](C=7C=CC=CC7)(C=8C=CC=CC8)C=9C=CC=CC9)[P](C=1C=CC=CC1)(C=1C=CC=CC1)C=1C=CC=CC1 (Tetrakis(triphenylphosphine)palladium(0)). Run in O1CCOCC1 (Dioxane). Run at temperature 110 celsius. Product: COC(=O)C=1C=CC=2C3=C(NC2C1)C(=CN=C3C3=C(C(=CC=C3)N3C=NC1=C(C=CC=C1C3=O)F)C)C#N (Methyl-4-cyano-1-(3-(8-fluoro-4-oxoquinazolin-3(4H)-yl)-2-methylphenyl)-5H-pyrido[4,3-b]indole-7-carboxylate). Isolated yield 34.0%. Reaction SMILES: Cl[C:2]1[C:14]2[C:13]3[CH:12]=[CH:11][C:10]([C:15]([O:17][CH3:18])=[O:16])=[CH:9][C:8]=3[NH:7][C:6]=2[C:5]([C:19]#[N:20])=[CH:4][N:3]=1.[F:21][C:22]1[CH:23]=[CH:24][CH:25]=[C:26]2[C:31]=1[N:30]=[CH:29][N:28]([C:32]1[CH:37]=[CH:36][CH:35]=[C:34](B3OC(C)(C)C(C)(C)O3)[C:33]=1[CH3:47])[C:27]2=[O:48].C(=O)([O-])[O-].[Na+].[Na+]>O1CCOCC1.C1C=CC([P]([Pd]([P](C2C=CC=CC=2)(C2C=CC=CC=2)C2C=CC=CC=2)([P](C2C=CC=CC=2)(C2C=CC=CC=2)C2C=CC=CC=2)[P](C2C=CC=CC=2)(C2C=CC=CC=2)C2C=CC=CC=2)(C2C=CC=CC=2)C2C=CC=CC=2)=CC=1>[CH3:18][O:17][C:15]([C:10]1[CH:11]=[CH:12][C:13]2[C:14]3[C:2]([C:34]4[CH:35]=[CH:36][CH:37]=[C:32]([N:28]5[C:27](=[O:48])[C:26]6[C:31](=[C:22]([F:21])[CH:23]=[CH:24][CH:25]=6)[N:30]=[CH:29]5)[C:33]=4[CH3:47])=[N:3][CH:4]=[C:5]([C:19]#[N:20])[C:6]=3[NH:7][C:8]=2[CH:9]=1)=[O:16] |f:2.3.4,^1:64,66,85,104|. Procedure: A stirred mixture of methyl 1-chloro-4-cyano-5H-pyrido[4,3-b]indole-7-carboxylate (0.285 g, 0.998 mmol), 8-fluoro-3-(2-methyl-3-(4,4,5,5-tetramethyl-1,3,2-dioxaborolan-2-yl)phenyl)quinazolin-4(3H)-one (0.379 g, 0.998 mmol), Tetrakis(triphenylphosphine)palladium(0) (0.058 g, 0.050 mmol) and Sodium carbonate[2M aqueous] (0.499 mL, 0.998 mmol) in Dioxane (2 mL) was heated at 110° C. for 16 hours overnight. LC-MS showed complete conversion to the desired product mass plus residual starting material[...